This data is from the Open Reaction Database (ORD), a public repository of structured organic reaction records. The task is: describe an organic reaction: reactants, conditions, products, and yield The reactants are C(C#C)C1CCN(CC1)C(=O)OC1=CC=C(C=C1)Cl (4-chlorophenyl 4-(prop-2-ynyl)piperidine-1-carboxylate), IC=1N=C(C=2N=CN([C@H]3[C@H](O)[C@H](O)[C@@H](CO)O3)C2N1)N (2-iodoadenosine). The product is ClC1=CC=C(OC(=O)N2CCC(CC2)CC#CC=2N=C(C=3N=CN([C@H]4[C@H](O)[C@H](O)[C@@H](CO)O4)C3N2)N)C=C1 (2-{3-[1-((4-Chloro)phenoxycarbanoyl)piperidin-4-yl]propyn-1-yl}adenosine). RXN SMILES: [CH2:1]([CH:4]1[CH2:9][CH2:8][N:7]([C:10]([O:12][C:13]2[CH:18]=[CH:17][C:16]([Cl:19])=[CH:15][CH:14]=2)=[O:11])[CH2:6][CH2:5]1)[C:2]#[CH:3].I[C:21]1[N:22]=[C:23]([NH2:39])[C:24]2[N:25]=[CH:26][N:27]([C:37]=2[N:38]=1)[C@@H:28]1[O:36][C@H:33]([CH2:34][OH:35])[C@@H:31]([OH:32])[C@H:29]1[OH:30]>>[Cl:19][C:16]1[CH:15]=[CH:14][C:13]([O:12][C:10]([N:7]2[CH2:8][CH2:9][CH:4]([CH2:1][C:2]#[C:3][C:21]3[N:22]=[C:23]([NH2:39])[C:24]4[N:25]=[CH:26][N:27]([C:37]=4[N:38]=3)[C@@H:28]3[O:36][C@H:33]([CH2:34][OH:35])[C@@H:31]([OH:32])[C@H:29]3[OH:30])[CH2:5][CH2:6]2)=[O:11])=[CH:18][CH:17]=1. Procedure: Batch: AB-10-015. 4-chlorophenyl 4-(prop-2-ynyl)piperidine-1-carboxylate, batch JR28-107 (0.624 g, 2.247 mmol) was added to a solution of 2-iodoadenosine (0.656 g, 1.669 mmol) according to general procedure 2. Yield: 0.445 g, 49%. 1H NMR (CD3OD) δ 8.30 (s, 1H), 7.37-7.07 (2×m, 4H), 5.93 (d, 1H), 4.71 (m, 2H), 4.31-4.17 (2×m, 3H), 3.91-3.75 (2×d, 2H), 3.07-2.93 (2×bt, 4H), 2.48 (d, 5H), 1.97-1.40 (2×m, 5H). m/z MH+=543.09. HPLC rt=7.3 min. Starting materials: ethyl ester, [H-].[Na+] (sodium hydride), C(=O)(C)OCC.O (AcOEt-H2O), ClC=1C(=NC=C(C1)C=O)N[C@H]1CN(CC1)C(=O)OC(C)(C)C (tert-butyl (3R)-3-[(3-chloro-5-formyl-2-pyridinyl)amino]-1-pyrrolidinecarboxylate). Run in C1CCOC1 (THF), oil, C1CCOC1 (THF), C1CCOC1 (THF). Conditions: temperature 15 celsius. Product: ClC=1C(=NC=C(C1)\C=C\C(=O)OCC)N[C@H]1CN(CC1)C(=O)OC(C)(C)C (tert-butyl (3R)-3-({3-chloro-5-[(1E)-3-ethoxy-3-oxo-1-propen-1-yl]-2-pyridinyl}amino)-1-pyrrolidinecarboxylate). Reaction SMILES: [H-].[Na+].[Cl:3][C:4]1[C:5]([NH:12][C@@H:13]2[CH2:17][CH2:16][N:15]([C:18]([O:20][C:21]([CH3:24])([CH3:23])[CH3:22])=[O:19])[CH2:14]2)=[N:6][CH:7]=[C:8]([CH:10]=O)[CH:9]=1.[C:25]([O:28][CH2:29][CH3:30])([CH3:27])=[O:26].O>C1COCC1>[Cl:3][C:4]1[C:5]([NH:12][C@@H:13]2[CH2:17][CH2:16][N:15]([C:18]([O:20][C:21]([CH3:24])([CH3:23])[CH3:22])=[O:19])[CH2:14]2)=[N:6][CH:7]=[C:8](/[CH:10]=[CH:27]/[C:25]([O:28][CH2:29][CH3:30])=[O:26])[CH:9]=1 |f:0.1,3.4|. Procedure details: A solution of diethylphosphonoacetcacid ethyl ester (980 mg) in THF (5 ml)was added dropwise to a mixture of 60% sodium hydride in oil (187 mg) in THF (30 mL) with stirring at 10-20° C. under atmospheric pressure of nitrogen, and the reaction mixture was stirred at ambient temperature for 30 minutes. A solution of tert-butyl (3R)-3-[(3-chloro-5-formyl-2-pyridinyl)amino]-1-pyrrolidinecarboxylate (0.95 g) in THF (10 ml) solution was added the above mixture and resultant mixture was stirred at ambi... Reactants: BrCC(=O)C=1SC=CC1 (2-bromoacetylthiophene), BrBr (bromine), NC1=NC2=C(N1CCN1CCCCC1)C=CC=C2 (2-amino-1-(2-piperidinoethyl)benzimidazole). Solvent: CC(=O)C (acetone). Yields the product [Br-].NC=1N(C2=C([N+]1CCN1CCCCC1)C=CC=C2)CC(C2=CC=CS2)=O (2-amino-1-(2-piperidinoethyl)-3-(2-thenoylmethyl) benzimidazolium bromide). Reaction SMILES: [Br:1][CH2:2][C:3]([C:5]1[S:6][CH:7]=[CH:8][CH:9]=1)=[O:4].BrBr.[NH2:12][C:13]1[N:17]([CH2:18][CH2:19][N:20]2[CH2:25][CH2:24][CH2:23][CH2:22][CH2:21]2)[C:16]2[CH:26]=[CH:27][CH:28]=[CH:29][C:15]=2[N:14]=1>CC(C)=O>[Br-:1].[NH2:12][C:13]1[N:14]([CH2:2][C:3](=[O:4])[C:5]2[S:6][CH:7]=[CH:8][CH:9]=2)[C:15]2[CH:29]=[CH:28][CH:27]=[CH:26][C:16]=2[N+:17]=1[CH2:18][CH2:19][N:20]1[CH2:25][CH2:24][CH2:23][CH2:22][CH2:21]1 |f:4.5|. Reported procedure: An ethereal solution of 2-bromoacetylthiophene (obtained by brominating 2-acetylthiophene (1.9 g, 15 mmol) with 0.8 ml (15 mmol) of bromine in 10 ml of dioxane and 15 ml of ether) is added to a hot solution of 2-amino-1-(2-piperidinoethyl)benzimidazole (2.44 g; 10 mmol) in 100 ml of acetone. Stir and maintain at room temperature. The next day, the title compound precipitate is collected by means of filtration and washed with acetone and with ether.